Dataset: the Open Reaction Database (ORD), a public repository of structured organic reaction records. Task: describe an organic reaction: reactants, conditions, products, and yield Reactants: COc1cc2c(cc1Br)C(=CNc1ccc(N3CCN(C)CC3)cc1)C(=O)NC2=O, CC(C)(C)P(C(C)(C)C)C(C)(C)C, O=C([O-])[O-], CN(C)C=O, [Cs+], [Cs+], OB(O)c1ccoc1. Product: COc1cc2c(cc1-c1ccoc1)C(=CNc1ccc(N3CCN(C)CC3)cc1)C(=O)NC2=O. As a reaction SMILES: [Br:1][c:2]1[cH:3][c:4]2[c:9]([cH:10][c:11]1[O:12][CH3:13])[C:8](=[O:14])[NH:7][C:6](=[O:15])[C:5]2=[CH:16][NH:17][c:18]1[cH:19][cH:20][c:21]([N:24]2[CH2:25][CH2:26][N:27]([CH3:30])[CH2:28][CH2:29]2)[cH:22][cH:23]1.[C:39]([P:40]([C:41]([CH3:42])([CH3:43])[CH3:44])[C:45]([CH3:46])([CH3:47])[CH3:48])([CH3:49])([CH3:50])[CH3:51].[C:52](=[O:53])([O-:54])[O-:55].[CH3:58][N:59]([CH3:60])[CH:61]=[O:62].[Cs+:56].[Cs+:57].[o:31]1[cH:32][c:33]([B:36]([OH:37])[OH:38])[cH:34][cH:35]1>>[c:2]1(-[c:33]2[cH:32][o:31][cH:35][cH:34]2)[cH:3][c:4]2[c:9]([cH:10][c:11]1[O:12][CH3:13])[C:8](=[O:14])[NH:7][C:6](=[O:15])[C:5]2=[CH:16][NH:17][c:18]1[cH:19][cH:20][c:21]([N:24]2[CH2:25][CH2:26][N:27]([CH3:30])[CH2:28][CH2:29]2)[cH:22][cH:23]1. Yields the product BrC1=CC=C(C=C1)C1CC(=NN1C1=C(C=C(C=C1)F)F)C(=O)O (5-(4-bromo-phenyl)-1-(2,4-difluoro-phenyl)-4,5-dihydro-1H-pyrazole-3-carboxylic acid). Reported procedure: The 5-(4-bromo-phenyl)-1-(2,4-difluoro-phenyl)-4,5-dihydro-1H-pyrazole-3-carboxylic acid methyl ester in the form of a yellow liquid (73.4 g, 185.8 mmol) and a solution of potassium hydroxide (20.9 g, 371.6 mmol) in distilled water (400.0 mL) were added to methanol (400.0 mL). The reaction mixture was stirred at 70° C. for 4 hours and then concentrated under reduced pressure to discard methanol. The resulting residue was washed with diethyl ether, acidified by a 1N hydrochloric acid solution, an... Run at temperature 70 celsius, time 4 hour. Solvent: O (water). RXN SMILES: C[O:2][C:3]([C:5]1[CH2:9][CH:8]([C:10]2[CH:15]=[CH:14][C:13]([Br:16])=[CH:12][CH:11]=2)[N:7]([C:17]2[CH:22]=[CH:21][C:20]([F:23])=[CH:19][C:18]=2[F:24])[N:6]=1)=[O:4].[OH-].[K+].CO>O>[Br:16][C:13]1[CH:12]=[CH:11][C:10]([CH:8]2[N:7]([C:17]3[CH:22]=[CH:21][C:20]([F:23])=[CH:19][C:18]=3[F:24])[N:6]=[C:5]([C:3]([OH:4])=[O:2])[CH2:9]2)=[CH:15][CH:14]=1 |f:1.2|. The reactants are COC(=O)C1=NN(C(C1)C1=CC=C(C=C1)Br)C1=C(C=C(C=C1)F)F (5-(4-bromo-phenyl)-1-(2,4-difluoro-phenyl)-4,5-dihydro-1H-pyrazole-3-carboxylic acid methyl ester), liquid, [OH-].[K+] (potassium hydroxide), CO (methanol). The reactants are BrC=1C=CC(=NC1)C=1NC(=CC1)C(CC1CCOCC1)C1=CC=C(C=C1)S(=O)(=O)C1CC1 (5-bromo-2-(5-{1-[4-(cyclopropylsulfonyl)phenyl]-2-(tetrahydro-2H-pyran-4-yl)ethyl}-1H-pyrrol-2-yl)pyridine), C(CCC)[Sn](C=C)(CCCC)CCCC (tributyl(vinyl)tin). Reagents/catalysts: C=1C=CC(=CC1)[P](C=2C=CC=CC2)(C=3C=CC=CC3)[Pd]([P](C=4C=CC=CC4)(C=5C=CC=CC5)C=6C=CC=CC6)([P](C=7C=CC=CC7)(C=8C=CC=CC8)C=9C=CC=CC9)[P](C=1C=CC=CC1)(C=1C=CC=CC1)C=1C=CC=CC1 (tetrakistriphenylphosphinepalladium(0)). Solvent: C1(=CC=CC=C1)C (toluene). Conditions: temperature 110 celsius, time 8 hour. Product: C1(CC1)S(=O)(=O)C1=CC=C(C=C1)C(CC1CCOCC1)C1=CC=C(N1)C1=NC=C(C=C1)C=C (2-(5-{1-[4-(cyclopropylsulfonyl)phenyl]-2-(tetrahydro-2H-pyran-4-yl)ethyl}-1H-pyrrol-2-yl)-5-ethenylpyridine). The yield is 67.0%. RXN SMILES: Br[C:2]1[CH:3]=[CH:4][C:5]([C:8]2[NH:9][C:10]([CH:13]([C:21]3[CH:26]=[CH:25][C:24]([S:27]([CH:30]4[CH2:32][CH2:31]4)(=[O:29])=[O:28])=[CH:23][CH:22]=3)[CH2:14][CH:15]3[CH2:20][CH2:19][O:18][CH2:17][CH2:16]3)=[CH:11][CH:12]=2)=[N:6][CH:7]=1.[CH2:33]([Sn](CCCC)(CCCC)C=C)[CH2:34]CC>C1(C)C=CC=CC=1.C1C=CC([P]([Pd]([P](C2C=CC=CC=2)(C2C=CC=CC=2)C2C=CC=CC=2)([P](C2C=CC=CC=2)(C2C=CC=CC=2)C2C=CC=CC=2)[P](C2C=CC=CC=2)(C2C=CC=CC=2)C2C=CC=CC=2)(C2C=CC=CC=2)C2C=CC=CC=2)=CC=1>[CH:30]1([S:27]([C:24]2[CH:25]=[CH:26][C:21]([CH:13]([C:10]3[NH:9][C:8]([C:5]4[CH:4]=[CH:3][C:2]([CH:33]=[CH2:34])=[CH:7][N:6]=4)=[CH:12][CH:11]=3)[CH2:14][CH:15]3[CH2:20][CH2:19][O:18][CH2:17][CH2:16]3)=[CH:22][CH:23]=2)(=[O:29])=[O:28])[CH2:32][CH2:31]1 |^1:58,60,79,98|. Procedure details: To a solution of 5-bromo-2-(5-{1-[4-(cyclopropylsulfonyl)phenyl]-2-(tetrahydro-2H-pyran-4-yl)ethyl}-1H-pyrrol-2-yl)pyridine (200 mg) in toluene (2 mL) were added tributyl(vinyl)tin (115 μL) and tetrakistriphenylphosphinepalladium(0) (40 mg), and the mixture was stirred under argon atmosphere at 110° C. overnight. After cooling to room temperature, the reaction mixture was concentrated, and the residue was subjected to silica gel column chromatography. The title compound (120 mg, yield 67%) was o... Reactants: FC1=CC=C(C=C1)O (4-fluorophenol), FC1=C(C=C(C=C1)NC(=O)C1(OC1)C)C (2-methyloxirane-2-carboxylic acid (4-fluoro-3-methylphenyl)amide). Product: FC1=C(C=C(C=C1)NC(C(COC1=CC=C(C=C1)F)(C)O)=O)C (N-(4-Fluoro-3-methylphenyl)-3-(4-fluorophenoxy)-2-hydroxy-2-methylpropionamide). Reaction SMILES: [F:1][C:2]1[CH:7]=[CH:6][C:5]([OH:8])=[CH:4][CH:3]=1.[F:9][C:10]1[CH:15]=[CH:14][C:13]([NH:16][C:17]([C:19]2([CH3:22])[CH2:21][O:20]2)=[O:18])=[CH:12][C:11]=1[CH3:23]>>[F:9][C:10]1[CH:15]=[CH:14][C:13]([NH:16][C:17](=[O:18])[C:19]([OH:20])([CH3:21])[CH2:22][O:8][C:5]2[CH:6]=[CH:7][C:2]([F:1])=[CH:3][CH:4]=2)=[CH:12][C:11]=1[CH3:23]. Procedure details: N-(4-Fluoro-3-methylphenyl)-3-(4-fluorophenoxy)-2-hydroxy-2-methylpropionamide was prepared as described in Example 1c starting from 4-fluorophenol and 2-methyloxirane-2-carboxylic acid (4-fluoro-3-methylphenyl)amide. The crude product was purified by flash chromatography (dichloromethane-1.4% methanol).